The task is: describe an organic reaction: reactants, conditions, products, and yield. This data is from the Open Reaction Database (ORD), a public repository of structured organic reaction records. Starting materials: O=C1CCC(=O)N1Br, Cc1ccc2nsnc2c1, ClC(Cl)Cl, CC(C)(C#N)N=NC(C)(C)C#N. Product: BrCc1ccc2nsnc2c1. As a reaction SMILES: [Br:11][N:12]1[C:13](=[O:14])[CH2:15][CH2:16][C:17]1=[O:18].[CH3:1][c:2]1[cH:3][c:4]2[c:5]([n:6][s:7][n:8]2)[cH:9][cH:10]1.[Cl:31][CH:32]([Cl:33])[Cl:34].[N:19]#[C:20][C:21]([N:22]=[N:23][C:24]([C:25]#[N:26])([CH3:27])[CH3:28])([CH3:29])[CH3:30]>>[CH2:1]([c:2]1[cH:3][c:4]2[c:5]([n:6][s:7][n:8]2)[cH:9][cH:10]1)[Br:11]. Starting materials: ClCC=1OC(=NN1)C1=CC=C(C=C1)I (2-Chloromethyl-5-(4-iodophenyl)-[1,3,4]oxadiazole), ClCC=1OC(=NN1)C1=CC=C(C=C1)I (2-Chloromethyl-5-(4-iodophenyl)-[1,3,4]oxadiazole), [I-].[K+] (potassium iodide), N1CCCCC1 (piperidine). Conditions: temperature 20 celsius, time 18 hour. Yields the product IC1=CC=C(C=C1)C1=NN=C(O1)CN1CCCCC1 (1-[5-(4-Iodophenyl)-[1,3,4]oxadiazol-2-ylmethyl]-piperidine). As a reaction SMILES: Cl[CH2:2][C:3]1[O:4][C:5]([C:8]2[CH:13]=[CH:12][C:11]([I:14])=[CH:10][CH:9]=2)=[N:6][N:7]=1.[I-].[K+].[NH:17]1[CH2:22][CH2:21][CH2:20][CH2:19][CH2:18]1>>[I:14][C:11]1[CH:12]=[CH:13][C:8]([C:5]2[O:4][C:3]([CH2:2][N:17]3[CH2:22][CH2:21][CH2:20][CH2:19][CH2:18]3)=[N:7][N:6]=2)=[CH:9][CH:10]=1 |f:1.2|. Reported procedure: 2-Chloromethyl-5-(4-iodophenyl)-[1,3,4]oxadiazole (Intermediate 7) (48 mg, 0.15 mmol) and potassium iodide (25 mg, 0.15 mmol) were dissolved in piperidine (2 ml) and stirred for 18 hours at 20° C. The amine was then removed in vacuo and the product was purified on a 10 g silica SPE cartridge (stepped solvent gradient 80:20 ethyl acetate:cyclohexane, 100% ethyl acetate, 95:5 ethyl acetate:methanol).